describe an organic reaction: reactants, conditions, products, and yield From a dataset of the Open Reaction Database (ORD), a public repository of structured organic reaction records. Reactants: [OH-].[Na+] (Sodium hydroxide), C1CCOC1 (THF), [OH-].[Na+] (sodium hydroxide), C1CCOC1 (THF), C1(OCCC2=CC=CC=C12)C(C(=O)OC)(C)C (methyl 2-(isochroman-1-yl)-2-methylpropionate). Solvent: C(C)O (ethanol). Run at time 8 hour. The product is C1(OCCC2=CC=CC=C12)C(C(=O)O)(C)C (2-(isochroman-1-yl)-2-methylpropionic acid). Reaction SMILES: [OH-].[Na+].C1COCC1.[CH:8]1([C:18]([CH3:24])([CH3:23])[C:19]([O:21]C)=[O:20])[C:17]2[C:12](=[CH:13][CH:14]=[CH:15][CH:16]=2)[CH2:11][CH2:10][O:9]1>C(O)C>[CH:8]1([C:18]([CH3:24])([CH3:23])[C:19]([OH:21])=[O:20])[C:17]2[C:12](=[CH:13][CH:14]=[CH:15][CH:16]=2)[CH2:11][CH2:10][O:9]1 |f:0.1|. Procedure details: Sodium hydroxide (1N, 12 ml) is added dropwise over several minutes, followed by a few mls of THF (to aid in solution) to a mixture of methyl 2-(isochroman-1-yl)-2-methylpropionate (LXXI, 1.833 g, 7.8 mmol) in ethanol (12 ml). The mixture is stirred overnight at 20-25°, then at 47° for 2 hr, followed by stirring at 20-25° over the weekend. Additional THF and sodium hydroxide (1N, 12 ml) are added and the mixture is stirred overnight at 20-25° and then at 40° for 7 hr, followed by overnight at 20... Starting materials: C1CNCCN1, CC#N, Clc1cncc(Cc2ccccc2)n1, ClCCl, [K+], [K+], O=C([O-])[O-]. Product: c1ccc(Cc2cncc(N3CCNCC3)n2)cc1. Reaction SMILES: [CH2:15]1[CH2:16][NH:17][CH2:18][CH2:19][NH:20]1.[CH3:27][C:28]#[N:29].[Cl:1][c:2]1[n:3][c:4]([CH2:8][c:9]2[cH:10][cH:11][cH:12][cH:13][cH:14]2)[cH:5][n:6][cH:7]1.[Cl:30][CH2:31][Cl:32].[K+:21].[K+:22].[O-:23][C:24]([O-:25])=[O:26]>>[c:2]1([N:17]2[CH2:16][CH2:15][NH:20][CH2:19][CH2:18]2)[n:3][c:4]([CH2:8][c:9]2[cH:10][cH:11][cH:12][cH:13][cH:14]2)[cH:5][n:6][cH:7]1. The reactants are B(OC1=CC=C(C=C1)OC(F)(F)F)([O-])[O-] (4-trifluoromethoxyphenyl borate), BrC=1C=CC2=C(C=C(CCN2C)C(=O)NC2=CC=C(C=C2)CN(C2CCOCC2)C)C1 (7-bromo-1-methyl-N-[4-[[N-methyl-N-(tetrahydro-2H-pyran-4-yl)amino]methyl]phenyl]-2,3-dihydro-1-benzazepine-4-carboxamide), tetrakistriphenylphosphine palladium, C([O-])([O-])=O.[K+].[K+] (potassium carbonate). The solvent is O.C(C)O.C1(=CC=CC=C1)C (water ethanol toluene), C(C)(=O)OCC (ethyl acetate). Run at time 30 minute. Product: CN1CCC(=CC2=C1C=CC(=C2)C2=CC=C(C=C2)OC(F)(F)F)C(=O)NC2=CC=C(C=C2)CN(C2CCOCC2)C (1-methyl-N-[4-[[N-methyl-N-(tetrahydro-2H-pyran-4-yl)amino]methyl]phenyl]-7-(4-trifluoromethoxyphenyl)-2,3-dihydro-1-benzazepine-4-carboxamide). Isolated yield 31.1%. As a reaction SMILES: B([O-])([O-])O[C:3]1[CH:8]=[CH:7][C:6]([O:9][C:10]([F:13])([F:12])[F:11])=[CH:5][CH:4]=1.Br[C:17]1[CH:18]=[CH:19][C:20]2[N:26]([CH3:27])[CH2:25][CH2:24][C:23]([C:28]([NH:30][C:31]3[CH:36]=[CH:35][C:34]([CH2:37][N:38]([CH3:45])[CH:39]4[CH2:44][CH2:43][O:42][CH2:41][CH2:40]4)=[CH:33][CH:32]=3)=[O:29])=[CH:22][C:21]=2[CH:46]=1.C(=O)([O-])[O-].[K+].[K+]>O.C(O)C.C1(C)C=CC=CC=1.C(OCC)(=O)C>[CH3:27][N:26]1[C:20]2[CH:19]=[CH:18][C:17]([C:3]3[CH:8]=[CH:7][C:6]([O:9][C:10]([F:13])([F:12])[F:11])=[CH:5][CH:4]=3)=[CH:46][C:21]=2[CH:22]=[C:23]([C:28]([NH:30][C:31]2[CH:32]=[CH:33][C:34]([CH2:37][N:38]([CH3:45])[CH:39]3[CH2:44][CH2:43][O:42][CH2:41][CH2:40]3)=[CH:35][CH:36]=2)=[O:29])[CH2:24][CH2:25]1 |f:2.3.4,5.6.7|. Procedure details: In water/ethanol/toluene(1:1:10, 18.0 ml) were dissolved 4-trifluoromethoxyphenyl borate (208 mg) and 7-bromo-1-methyl-N-[4-[[N-methyl-N-(tetrahydro-2H-pyran-4-yl)amino]methyl]phenyl]-2,3-dihydro-1-benzazepine-4-carboxamide (407 mg), and to the mixture was added potassium carbonate (279 mg). Under argon atmosphere, the mixture was stirred for 30 minutes, and the mixture was added tetrakistriphenylphosphine palladium (39 mg). Under argon atmosphere, the mixture was refluxed for 16 hours, and the ... The reactants are Brc1ncnc2nc[nH]c12, CC(C)(C)O, CCO, CCN(C(C)C)C(C)C, CCC(N)c1nc2cccc(F)c2c(=O)n1-c1ccccc1. The product is CCC(Nc1ncnc2[nH]cnc12)c1nc2cccc(F)c2c(=O)n1-c1ccccc1. As a reaction SMILES: [Br:23][c:24]1[c:25]2[nH:26][cH:27][n:28][c:29]2[n:30][cH:31][n:32]1.[CH3:42][C:43]([OH:44])([CH3:45])[CH3:46].[CH3:47][CH2:48][OH:49].[CH:33]([N:34]([CH2:35][CH3:36])[CH:37]([CH3:38])[CH3:39])([CH3:40])[CH3:41].[NH2:1][CH:2]([CH2:3][CH3:4])[c:5]1[n:6][c:7]2[cH:8][cH:9][cH:10][c:11]([F:22])[c:12]2[c:13](=[O:21])[n:14]1-[c:15]1[cH:16][cH:17][cH:18][cH:19][cH:20]1>>[NH:1]([CH:2]([CH2:3][CH3:4])[c:5]1[n:6][c:7]2[cH:8][cH:9][cH:10][c:11]([F:22])[c:12]2[c:13](=[O:21])[n:14]1-[c:15]1[cH:16][cH:17][cH:18][cH:19][cH:20]1)[c:24]1[c:25]2[n:26][cH:27][nH:28][c:29]2[n:30][cH:31][n:32]1. The reactants are COC(CC1=CSC2=C1C(=CC(=C2)OC)C(F)(F)F)=O (methyl(6-methoxy-4-(trifluoromethyl)-1-benzothiophen-3-yl)acetate), CC(=O)O (AcOH), Br (hydrobromic acid). The product is COC(CC1=CSC2=C1C(=CC(=C2)O)C(F)(F)F)=O (Methyl(6-hydroxy-4-(trifluoromethyl)-1-benzothiophen-3-yl)acetate). RXN SMILES: [CH3:1][O:2][C:3](=[O:20])[CH2:4][C:5]1[C:9]2[C:10]([C:16]([F:19])([F:18])[F:17])=[CH:11][C:12]([O:14]C)=[CH:13][C:8]=2[S:7][CH:6]=1.CC(O)=O.Br>[Cl-].[Na+].O>[CH3:1][O:2][C:3](=[O:20])[CH2:4][C:5]1[C:9]2[C:10]([C:16]([F:19])([F:17])[F:18])=[CH:11][C:12]([OH:14])=[CH:13][C:8]=2[S:7][CH:6]=1 |f:3.4.5|. The solvent is [Cl-].[Na+].O (brine). Run at temperature 130 celsius, time 40 minute. Procedure details: To a mixture of methyl(6-methoxy-4-(trifluoromethyl)-1-benzothiophen-3-yl)acetate obtained above (405 mg) and AcOH (1.5 mL) was added 48% hydrobromic acid (3 mL) at room temperature. The mixture was stirred at 130° C. for 40 min under microwave irradiation. The mixture was poured into brine at room temperature and extracted with EtOAc. The organic layer was separated, washed with brine, dried over MgSO4 and concentrated in vacuo. A mixture of the residue, MeOH and conc. H2SO4 (0.071 mL) was refl... Starting materials: ClC(=O)OC(C)Cl (1-Chloroethyl chloroformate), C(C1=CC=CC=C1)(C1=CC=CC=C1)N1CC(C1)SC=1SC=CC1 (1-benzhydryl-3-(thiophen-2-ylthio)-azetidine), C(C)O (Ethanol). Run in ClC(C)Cl (dichloroethane). Run at temperature 70 celsius, time 2 hour. The product is Cl.S1C(=CC=C1)SC1CNC1 (3-(Thiophen-2-ylthio)-azetidine hydrochloride). Yield: 82.3%. Reaction SMILES: [Cl:1]C(OC(Cl)C)=O.C([N:21]1[CH2:24][CH:23]([S:25][C:26]2[S:27][CH:28]=[CH:29][CH:30]=2)[CH2:22]1)(C1C=CC=CC=1)C1C=CC=CC=1.C(O)C>ClC(Cl)C>[ClH:1].[S:27]1[CH:28]=[CH:29][CH:30]=[C:26]1[S:25][CH:23]1[CH2:24][NH:21][CH2:22]1 |f:4.5|. Procedure details: 1-Chloroethyl chloroformate (140 μL, 1.3 mmol) was added to a solution of 1-benzhydryl-3-(thiophen-2-ylthio)-azetidine (340 mg, 1.00 mmol) in dichloroethane (11 mL) at 0° C. The reaction mixture was stirred for 3 hours at room temperature and for 2 hours at 70° C. Ethanol (11 mL) was added and the reaction mixture was stirred for an additional 2 days at room temperature. After concentration to dryness, the residue was triturated in pentane (2×20 mL) to afford a brown oil (171 mg, 81%) which was ... Starting materials: C[Mg]Br (Methylmagnesium bromide), FC1=C(C=CC=C1F)[C@@H]1CC[C@H](C=2N(C1)C(=CN2)C=O)NC(OC(C)(C)C)=O (tert-butyl (6S,9R)-6-(2,3-difluorophenyl)-3-formyl-6,7,8,9-tetrahydro-5H-imidazo[1,2-a]azepin-9-ylcarbamate). Run in O1CCCC1 (tetrahydrofuran). Conditions: time 10 minute. The product is FC1=C(C=CC=C1F)[C@@H]1CC[C@H](C=2N(C1)C(=CN2)C(C)O)NC(OC(C)(C)C)=O (tert-Butyl (6S,9R)-6-(2,3-difluorophenyl)-3-(1-hydroxyethyl)-6,7,8,9-tetrahydro-5H-imidazo[1,2-a]azepin-9-ylcarbamate). As a reaction SMILES: [CH3:1][Mg]Br.[F:4][C:5]1[C:10]([F:11])=[CH:9][CH:8]=[CH:7][C:6]=1[C@H:12]1[CH2:18][N:17]2[C:19]([CH:22]=[O:23])=[CH:20][N:21]=[C:16]2[C@H:15]([NH:24][C:25](=[O:31])[O:26][C:27]([CH3:30])([CH3:29])[CH3:28])[CH2:14][CH2:13]1>O1CCCC1>[F:4][C:5]1[C:10]([F:11])=[CH:9][CH:8]=[CH:7][C:6]=1[C@H:12]1[CH2:18][N:17]2[C:19]([CH:22]([OH:23])[CH3:1])=[CH:20][N:21]=[C:16]2[C@H:15]([NH:24][C:25](=[O:31])[O:26][C:27]([CH3:28])([CH3:30])[CH3:29])[CH2:14][CH2:13]1. Procedure details: Methylmagnesium bromide (3.0 M in ether; 0.33 mL, 1.0 mmol) was added to a solution of tert-butyl (6S,9R)-6-(2,3-difluorophenyl)-3-formyl-6,7,8,9-tetrahydro-5H-imidazo[1,2-a]azepin-9-ylcarbamate (130 mg, 0.33 mmol) in tetrahydrofuran (3 mL) at 0° C. After 10 min, the reaction was quenched with water and the mixture was extracted with dichloromethane (3×). The organic layer was washed with water, saturated brine, dried over magnesium sulfate, filtered and concentrated. MS 408.1 (M+1). Starting materials: CC(=O)NCC(C)(C)c1ccc2nc(C)[nH]c2c1, CCO, Cl. Yields the product Cc1nc2ccc(C(C)(C)CN)cc2[nH]1. RXN SMILES: [C:1](=[O:2])([CH3:3])[NH:4][CH2:5][C:6]([CH3:7])([CH3:8])[c:9]1[cH:10][c:11]2[c:12]([n:13][c:14]([CH3:16])[nH:15]2)[cH:17][cH:18]1.[CH3:20][CH2:21][OH:22].[ClH:19]>>[NH2:4][CH2:5][C:6]([CH3:7])([CH3:8])[c:9]1[cH:10][c:11]2[c:12]([n:13][c:14]([CH3:16])[nH:15]2)[cH:17][cH:18]1. Starting materials: CCOCC, CCOC(=O)c1c(NCCN)c2ccccc2n(-c2ccccc2)c1=O, O=C=Nc1ccccc1, C1COCCO1. Yields the product CCOC(=O)c1c(NCCNC(=O)Nc2ccccc2)c2ccccc2n(-c2ccccc2)c1=O. As a reaction SMILES: [CH3:42][CH2:43][O:44][CH2:45][CH3:46].[NH2:1][CH2:2][CH2:3][NH:4][c:5]1[c:6]([C:22](=[O:23])[O:24][CH2:25][CH3:26])[c:7](=[O:21])[n:8](-[c:15]2[cH:16][cH:17][cH:18][cH:19][cH:20]2)[c:9]2[cH:10][cH:11][cH:12][cH:13][c:14]12.[O:27]=[C:28]=[N:29][c:30]1[cH:31][cH:32][cH:33][cH:34][cH:35]1.[O:36]1[CH2:37][CH2:38][O:39][CH2:40][CH2:41]1>>[NH:1]([CH2:2][CH2:3][NH:4][c:5]1[c:6]([C:22](=[O:23])[O:24][CH2:25][CH3:26])[c:7](=[O:21])[n:8](-[c:15]2[cH:16][cH:17][cH:18][cH:19][cH:20]2)[c:9]2[cH:10][cH:11][cH:12][cH:13][c:14]12)[C:28](=[O:27])[NH:29][c:30]1[cH:31][cH:32][cH:33][cH:34][cH:35]1.